This data is from the Open Reaction Database (ORD), a public repository of structured organic reaction records. The task is: describe an organic reaction: reactants, conditions, products, and yield The reactants are solution, C[O-].[Na+] (sodium methoxide), Cl.ClC1=C(C=C(C=C1)F)C1CC(C=2C(=CC=NC2C1)C)=NNC(=N)N ((±)-7-(2-chloro-5-fluorophenyl)-5-guanidinoimino-4-methyl-5,6,7,8-tetrahydroquinoline hydrochloride). Run in CO (methanol), CO (methanol). Yields the product ClC1=C(C=C(C=C1)F)C1CC(C=2C(=CC=NC2C1)C)=NNC(=N)N ((±)-7-(2-chloro-5-fluorophenyl)-5-guanidinoimino-4-methyl-5,6,7,8-tetrahydroquinoline). Yield: 89.2%. Reaction SMILES: Cl.[Cl:2][C:3]1[CH:8]=[CH:7][C:6]([F:9])=[CH:5][C:4]=1[CH:10]1[CH2:19][C:18]2[N:17]=[CH:16][CH:15]=[C:14]([CH3:20])[C:13]=2[C:12](=[N:21][NH:22][C:23]([NH2:25])=[NH:24])[CH2:11]1.C[O-].[Na+]>CO>[Cl:2][C:3]1[CH:8]=[CH:7][C:6]([F:9])=[CH:5][C:4]=1[CH:10]1[CH2:19][C:18]2[N:17]=[CH:16][CH:15]=[C:14]([CH3:20])[C:13]=2[C:12](=[N:21][NH:22][C:23]([NH2:25])=[NH:24])[CH2:11]1 |f:0.1,2.3|. Reported procedure: (±)-7-(2-chloro-5-fluorophenyl)-5-guanidinoimino-4-methyl-5,6,7,8-tetrahydroquinoline hydrochloride (8.8 g) was suspended in methanol (100 ml) and treated dropwise with a 28% solution of sodium methoxide in methanol (8.9 g) The mixture was concentrated under reduced pressure, and the result was washed with water and dried to obtain (±)-7-(2-chloro-5-fluorophenyl)-5-guanidinoimino-4-methyl-5,6,7,8-tetrahydroquinoline (7.1 g). Yields the product C1(CC1)N(C(=O)C1=CC(=NO1)C1=C(C=C(C=C1)C#N)F)C1CCN(CC1)CC(C)(C)O (3-(4-Cyano-2-fluoro-phenyl)-isoxazole-5-carboxylic acid cyclopropyl-[1-(2-hydroxy-2-methyl-propyl)-piperidin-4-yl]-amide). RXN SMILES: [CH:1]1([N:4]([CH:21]2[CH2:26][CH2:25][NH:24][CH2:23][CH2:22]2)[C:5]([C:7]2[O:11][N:10]=[C:9]([C:12]3[CH:17]=[CH:16][C:15]([C:18]#[N:19])=[CH:14][C:13]=3[F:20])[CH:8]=2)=[O:6])[CH2:3][CH2:2]1.[CH3:27][C:28]1([CH3:31])[O:30][CH2:29]1>>[CH:1]1([N:4]([CH:21]2[CH2:26][CH2:25][N:24]([CH2:27][C:28]([OH:30])([CH3:31])[CH3:29])[CH2:23][CH2:22]2)[C:5]([C:7]2[O:11][N:10]=[C:9]([C:12]3[CH:17]=[CH:16][C:15]([C:18]#[N:19])=[CH:14][C:13]=3[F:20])[CH:8]=2)=[O:6])[CH2:3][CH2:2]1. Starting materials: C1(CC1)N(C(=O)C1=CC(=NO1)C1=C(C=C(C=C1)C#N)F)C1CCNCC1 (3-(4-cyano-2-fluoro-phenyl)-isoxazole-5-carboxylic acid cyclopropyl-piperidin-4-yl-amide), CC1(CO1)C (1,1-dimethyloxirane), Intermediate 2. Reported procedure: The title compound is prepared from 3-(4-cyano-2-fluoro-phenyl)-isoxazole-5-carboxylic acid cyclopropyl-piperidin-4-yl-amide and 1,1-dimethyloxirane following a procedure analogous to that described for Intermediate 2. LC (method 4): tR=1.19 min; Mass spectrum (ESI+): m/z=427 [M+H]+.